The task is: describe an organic reaction: reactants, conditions, products, and yield. This data is from the Open Reaction Database (ORD), a public repository of structured organic reaction records. Starting materials: C(C)(C)(C)OC(=O)N[C@@H](CC(C)C)C(=O)O (N-tert-butyloxycarbonyl-(L)-leucine), C1(=CC=C(C=C1)S(=O)(=O)O)C (para-toluenesulfonic acid). As a reaction SMILES: [C:1]([O:5][C:6]([NH:8][C@H:9]([C:14]([OH:16])=[O:15])[CH2:10][CH:11]([CH3:13])[CH3:12])=[O:7])([CH3:4])([CH3:3])[CH3:2].[C:17]1(C)C=CC(S(O)(=O)=O)=CC=1>>[C:1]([O:5][C:6]([N:8]1[C@@H:9]([CH2:10][CH:11]([CH3:12])[CH3:13])[C:14](=[O:16])[O:15][CH2:17]1)=[O:7])([CH3:3])([CH3:2])[CH3:4]. The product is C(C)(C)(C)OC(=O)N1COC([C@@H]1CC(C)C)=O ((4S)-N-tert-Butyloxycarbonyl 4-isobutyl-1,3-oxazolidin-5-one). Reported procedure: (4S)-N-tert-Butyloxycarbonyl 4-isobutyl-1,3-oxazolidin-5-one (4) was prepared from N-tert-butyloxycarbonyl-(L)-leucine (2.31 g, 10.0 mM) and para-toluenesulfonic acid (30 mg) following general procedure A and obtained as a colourless, slowly solidifying oil after purification by flash column chromatography, using 30% chloroform/petroleum ether as eluant (1.91 g, 79%): [α] D20 +88.5 (c 0.9, CHCl3); IR (CHCl3): 1790, 1720 cm-1 ; 1H NMR (200 MHz, CDCl3): δ 5.48 (d, J=5 Hz, 1H), 5.09 (d, J=5 Hz, 1H)... Starting materials: CC(CCC=1C=CC(=CC1)O)NCCC=2C=CC(=C(C2)O)O.Cl (dobutamine hydrochloride). Solvent: O (water). Procedure details: Seventeen grams of dobutamine hydrochloride were suspended in 500 ml of deaerated water [deaerated by alternatively applying a vacuum (10-100 Torr.) followed by a period of sparging with N2 ]. 150 mg of sodium sulfite were added as a peroxide scavenger. The suspension was stirred under a constant positive N2 pressure. 50 ml of 1N aqueous sodium hydroxide diluted to 120 ml with deaerated water were added in dropwise fashion over a 2.5 hr. period. After the addition was complete, the neutralizatio... Product: CC(CCC=1C=CC(=CC1)O)NCCC=2C=CC(=C(C2)O)O (dobutamine). RXN SMILES: [CH3:1][CH:2]([NH:12][CH2:13][CH2:14][C:15]1[CH:16]=[CH:17][C:18]([OH:22])=[C:19]([OH:21])[CH:20]=1)[CH2:3][CH2:4][C:5]1[CH:6]=[CH:7][C:8]([OH:11])=[CH:9][CH:10]=1.Cl>O>[CH3:1][CH:2]([NH:12][CH2:13][CH2:14][C:15]1[CH:16]=[CH:17][C:18]([OH:22])=[C:19]([OH:21])[CH:20]=1)[CH2:3][CH2:4][C:5]1[CH:10]=[CH:9][C:8]([OH:11])=[CH:7][CH:6]=1 |f:0.1|. The yield is 95.6%.